From a dataset of the Open Reaction Database (ORD), a public repository of structured organic reaction records. describe an organic reaction: reactants, conditions, products, and yield Reactants: C1=CC=CC=2OC(OC3=C(CC21)C=CC=C3)C(=O)O (12H-dibenzo[d,g][1,3]dioxocin-6-carboxylic acid), S(O)(O)(=O)=O (sulfuric acid). The solvent is C1(=CC=CC=C1)C (toluene), C1(=CC=CC=C1)C (toluene), C(CCC)O (n-butanol), C1(=CC=CC=C1)C (toluene). Reaction conditions: time 15 minute. Product: C1=CC=CC=2OC(OC3=C(CC21)C=CC=C3)C(=O)OCCCC (n-Butyl 12H-Dibenzo[d,g][1,3]dioxocin-6-carboxylate). Reaction SMILES: [CH:1]1[C:12]2[CH2:11][C:10]3[CH:13]=[CH:14][CH:15]=[CH:16][C:9]=3[O:8][CH:7]([C:17]([OH:19])=[O:18])[O:6][C:5]=2[CH:4]=[CH:3][CH:2]=1.S(=O)(=O)(O)O>C(O)CCC.C1(C)C=CC=CC=1>[CH:13]1[C:10]2[CH2:11][C:12]3[CH:1]=[CH:2][CH:3]=[CH:4][C:5]=3[O:6][CH:7]([C:17]([O:19][CH2:12][CH2:1][CH2:2][CH3:3])=[O:18])[O:8][C:9]=2[CH:16]=[CH:15][CH:14]=1. Procedure: Into a 500 ml round bottom flask fitted with a stir bar and a Dean-Stark apparatus is placed 111.4 grams of crude (87 percent) 12H-dibenzo[d,g][1,3]dioxocin-6-carboxylic acid in 300 ml of 2:1 n-butanol:toluene. The mixture is stirred at room temperature for 15 minutes to effect the complete dissolution of the acid. Concentrated sulfuric acid (4.0 ml) is then added and the reaction mixture is heated to reflux Immediately upon attaining reflux, an aqueous layer begins to separate out in the Dean-S... Reactants: C(C)OC(CC(C(=O)C1=CC=C(C=C1)O)(C)C)=O (4-(4-Hydroxy-phenyl)-3,3-dimethyl-4-oxo-butyric acid ethyl ester), BrCCCCl (1-bromo-3-chloropropane), C(=O)([O-])[O-].[K+].[K+] (K2CO3). The solvent is C(C)#N (acetonitrile). Product: C(C)OC(CC(C(=O)C1=CC=C(C=C1)OCCCCl)(C)C)=O (4-[4-(3-Chloro-propoxy)-phenyl]-3,3-dimethyl-4-oxo-butyric acid ethyl ester). RXN SMILES: [CH2:1]([O:3][C:4](=[O:18])[CH2:5][C:6]([CH3:17])([CH3:16])[C:7]([C:9]1[CH:14]=[CH:13][C:12]([OH:15])=[CH:11][CH:10]=1)=[O:8])[CH3:2].Br[CH2:20][CH2:21][CH2:22][Cl:23].C([O-])([O-])=O.[K+].[K+]>C(#N)C>[CH2:1]([O:3][C:4](=[O:18])[CH2:5][C:6]([CH3:17])([CH3:16])[C:7]([C:9]1[CH:10]=[CH:11][C:12]([O:15][CH2:20][CH2:21][CH2:22][Cl:23])=[CH:13][CH:14]=1)=[O:8])[CH3:2] |f:2.3.4|. Reported procedure: The product from step 2 (1.0 g, 4.2 mmol), 1-bromo-3-chloropropane (1.0 g, 8 mmol) and K2CO3 in acetonitrile (20 mL) was heated to reflux for 24 h. The reaction was cooled, filtered, concentrated to an oil and purified by ISCO silica gel chromatography (10% EtOAc/hexanes) to give 0.7 g. Reactants: COC(=O)c1ccc2c(c1)Nc1nccc(C#N)c1S2, COCCl, CN(C)C=O, [H-], [Na+], O. Product: COC(=O)c1ccc2c(c1)N(C(C)OC)c1nccc(C#N)c1S2. As a reaction SMILES: [C:1](#[N:2])[c:3]1[cH:4][cH:5][n:6][c:7]2[c:8]1[S:9][c:10]1[c:11]([cH:13][c:14]([C:17](=[O:18])[O:19][CH3:20])[cH:15][cH:16]1)[NH:12]2.[CH3:23][O:24][CH2:25][Cl:26].[CH3:27][N:28]([CH3:29])[CH:30]=[O:31].[H-:21].[Na+:22].[OH2:32]>>[C:1](#[N:2])[c:3]1[cH:4][cH:5][n:6][c:7]2[c:8]1[S:9][c:10]1[c:11]([cH:13][c:14]([C:17](=[O:18])[O:19][CH3:20])[cH:15][cH:16]1)[N:12]2[CH:25]([O:24][CH3:23])[CH3:27]. Reactants: O=C([O-])C=CC(=O)[O-], CCOCC, OC1CCN(c2ccccc2)C12CCN(C1Cc3cccc4cccc1c34)CC2, O=C(O)C=CC(=O)O. Product: O=C(O)C=CC(=O)O, COC1CCN(c2ccccc2)C12CCN(C1Cc3cccc4cccc1c34)CC2. RXN SMILES: [C:30]([CH:31]=[CH:32][C:33](=[O:34])[O-:35])(=[O:36])[O-:37].[CH3:46][CH2:47][O:48][CH2:49][CH3:50].[CH:1]1([N:13]2[CH2:14][CH2:15][C:16]3([CH:17]([OH:27])[CH2:18][CH2:19][N:20]3[c:21]3[cH:22][cH:23][cH:24][cH:25][cH:26]3)[CH2:28][CH2:29]2)[CH2:2][c:3]2[cH:4][cH:5][cH:6][c:7]3[cH:8][cH:9][cH:10][c:11]1[c:12]23.[OH:38][C:39]([CH:40]=[CH:41][C:42](=[O:43])[OH:44])=[O:45]>>[C:30]([CH:31]=[CH:32][C:33](=[O:34])[OH:35])(=[O:36])[OH:37].[CH:1]1([N:13]2[CH2:14][CH2:15][C:16]3([CH:17]([O:27][CH3:39])[CH2:18][CH2:19][N:20]3[c:21]3[cH:22][cH:23][cH:24][cH:25][cH:26]3)[CH2:28][CH2:29]2)[CH2:2][c:3]2[cH:4][cH:5][cH:6][c:7]3[cH:8][cH:9][cH:10][c:11]1[c:12]23. Reactants: ClC1=NC(=C2N=CN(C2=N1)C1CCCC1)Cl (2,6-dichloro-9-cyclopentylpurine), OCCCCCN (5-hydroxypentylamine). The solvent is C(C)N(CC)CC (triethylamine). The product is ClC1=NC(=C2N=CN(C2=N1)C1CCCC1)NCCCCCO (2-Chloro-6-[5-(hydroxy)pentylamino]-9-cyclopentylpurine). Reaction SMILES: [Cl:1][C:2]1[N:10]=[C:9]2[C:5]([N:6]=[CH:7][N:8]2[CH:11]2[CH2:15][CH2:14][CH2:13][CH2:12]2)=[C:4](Cl)[N:3]=1.[OH:17][CH2:18][CH2:19][CH2:20][CH2:21][CH2:22][NH2:23]>C(N(CC)CC)C>[Cl:1][C:2]1[N:10]=[C:9]2[C:5]([N:6]=[CH:7][N:8]2[CH:11]2[CH2:15][CH2:14][CH2:13][CH2:12]2)=[C:4]([NH:23][CH2:22][CH2:21][CH2:20][CH2:19][CH2:18][OH:17])[N:3]=1. Procedure details: 2-Chloro-6-[5-(hydroxy)pentylamino]-9-cyclopentylpurine is prepared from 2,6-dichloro-9-cyclopentylpurine, 5-hydroxypentylamine, and triethylamine essentially as described above in Example 1, Scheme A, step b. Starting materials: C1CCOC1, NC1CCCC1, O=[N+]([O-])c1cnc(Cl)nc1Cl. The product is O=[N+]([O-])c1cnc(Cl)nc1NC1CCCC1. RXN SMILES: [CH2:18]1[O:19][CH2:20][CH2:21][CH2:22]1.[CH:12]1([NH2:17])[CH2:13][CH2:14][CH2:15][CH2:16]1.[Cl:1][c:2]1[n:3][cH:4][c:5]([N+:9](=[O:10])[O-:11])[c:6]([Cl:8])[n:7]1>>[Cl:1][c:2]1[n:3][cH:4][c:5]([N+:9](=[O:10])[O-:11])[c:6]([NH:17][CH:12]2[CH2:13][CH2:14][CH2:15][CH2:16]2)[n:7]1. The reactants are FC(C(C(=O)OCC)=O)(F)F (ethyl trifluoropyruvate), ClC=1C=C2N=C(C(=NC2=CC1F)O)C(F)(F)F (6-chloro-7-fluoro-3-trifluoromethyl-quinoxalin-2-ol), ClC1=C(C=C2N=C(C(=NC2=C1)O)C(F)(F)F)F (7-chloro-6-fluoro-3-trifluoromethyl-quinoxalin-2-ol), O.S.[Na] (sodium hydrogen sulfide monohydrate), ClC1=CC(=C(C=C1F)N)N (4-chloro-5fluoro-1,2-diaminobenzene), IC (iodomethane). Run in CN(C)C=O (DMF). Reaction conditions: time 1 hour. Product: ClC=1C=C2N=C(C(NC2=CC1SC)=O)C(F)(F)F (6-chloro-7-methylsulfanyl-3-trifluoromethyl-1H-quinoxalin-2-one). Isolated yield 38.0%. Reaction SMILES: [Cl:1][C:2]1[CH:3]=[C:4]2[C:9](=[CH:10][C:11]=1F)[N:8]=[C:7]([OH:13])[C:6]([C:14]([F:17])([F:16])[F:15])=[N:5]2.ClC1C=C2C(N=C(C(F)(F)F)C(O)=N2)=CC=1F.ClC1C(F)=CC(N)=C(N)C=1.FC(F)(F)C(=O)C(OCC)=O.O.[SH2:57].[Na].I[CH3:60]>CN(C=O)C>[Cl:1][C:2]1[CH:3]=[C:4]2[C:9](=[CH:10][C:11]=1[S:57][CH3:60])[NH:8][C:7](=[O:13])[C:6]([C:14]([F:17])([F:16])[F:15])=[N:5]2 |f:4.5.6,^1:57|. Procedure: A mixture of 6-chloro-7-fluoro-3-trifluoromethyl-quinoxalin-2-ol and 7-chloro-6-fluoro-3-trifluoromethyl-quinoxalin-2-ol (4.1 g, prepared similarly as described above from 4-chloro-5fluoro-1,2-diaminobenzene and ethyl trifluoropyruvate) was dissolved in DMF (140 ml) and sodium hydrogen sulfide monohydrate (3.5 g, 47 mmol) was added. The reaction mixture was stirred at room temperature for 1 hour and then iodomethane (3.5 ml) was added. Stirring was continued for 10 minutes and the reaction mixtu... Reactants: ClCCCBr, CN(C)C=O, [H-], [Na+], O=C1Nc2ccccc2Nc2ccccc21. Yields the product O=C1c2ccccc2Nc2ccccc2N1CCCCl. RXN SMILES: [Br:19][CH2:20][CH2:21][CH2:22][Cl:23].[CH3:24][N:25]([CH3:26])[CH:27]=[O:28].[H-:17].[Na+:18].[O:1]=[C:2]1[c:3]2[c:4]([cH:13][cH:14][cH:15][cH:16]2)[NH:5][c:6]2[c:7]([cH:9][cH:10][cH:11][cH:12]2)[NH:8]1>>[O:1]=[C:2]1[c:3]2[c:4]([cH:13][cH:14][cH:15][cH:16]2)[NH:5][c:6]2[c:7]([cH:9][cH:10][cH:11][cH:12]2)[N:8]1[CH2:20][CH2:21][CH2:22][Cl:23].